This data is from the Open Reaction Database (ORD), a public repository of structured organic reaction records. The task is: describe an organic reaction: reactants, conditions, products, and yield Yields the product C(C)OC(=O)C=1NC(=C(C1)F)F (4,5-difluoro-1H-pyrrole-2-carboxylic acid ethyl ester). Reaction SMILES: [CH2:1]([O:3][C:4]([C:6]1[NH:7][CH:8]=[C:9]([F:11])[CH:10]=1)=[O:5])[CH3:2].[F:12][B-](F)(F)F.F[B-](F)(F)F.ClC[N+]12CC[N+](F)(CC1)CC2>C(#N)C>[CH2:1]([O:3][C:4]([C:6]1[NH:7][C:8]([F:12])=[C:9]([F:11])[CH:10]=1)=[O:5])[CH3:2] |f:1.2.3|. Reactants: C(C)OC(=O)C=1NC=C(C1)F (4-Fluoro-1H-pyrrole-2-carboxylic acid ethyl ester), F[B-](F)(F)F.F[B-](F)(F)F.ClC[N+]12CC[N+](CC1)(CC2)F (1-chloromethyl-4-fluoro-1,4-diazoniabicyclo[2.2.2]octane bis(tetrafluoroborate)). The solvent is C(C)#N (acetonitrile). Procedure details: 4-Fluoro-1H-pyrrole-2-carboxylic acid ethyl ester (1.57 g, 10.0 mmol) is dissolved in acetonitrile (10 ml), 1-chloromethyl-4-fluoro-1,4-diazoniabicyclo[2.2.2]octane bis(tetrafluoroborate) (Selectfluor™, 3.54 g, 10.0 mmol) is added and the mixture is irradiated in a Biotage Initiator microwave synthesizer for 5 minutes at 70° C. The reaction mixture is allowed to cool to room temperature and partitioned between water and dichloromethane. The organic phase is dried over sodium sulfate and evaporat... Starting materials: BrC1(C(NC2=CC(=CC=C12)Cl)=O)Br (3,3-Dibromo-6-chloro-1,3-dihydro-indol-2-one), CO (MeOH). Run in O (water). The product is ClC1=CC=C2C(C(NC2=C1)=O)=O (6-Chloroisatin). Yield: 88.0%. Reaction SMILES: Br[C:2]1(Br)[C:10]2[C:5](=[CH:6][C:7]([Cl:11])=[CH:8][CH:9]=2)[NH:4][C:3]1=[O:12].C[OH:15]>O>[Cl:11][C:7]1[CH:6]=[C:5]2[C:10]([C:2](=[O:15])[C:3](=[O:12])[NH:4]2)=[CH:9][CH:8]=1. Reported procedure: 3,3-Dibromo-6-chloro-1,3-dihydro-indol-2-one (21.34 g, 59.7 mmol) was suspended in a 4:1 (v:v) mixture of MeOH (172 mL): water (43 mL) and heated at reflux for 19 hr. The reaction was cooled in an ice bath and filtered. The red solid was washed once with cold CH3OH and dried to give the title compound as a red solid (10.49 g, 88% yield). NMR (400 MHz, DMSO-d6): consistent. MS: (API-ES+) m/z 182/184 [M+H], 1 chlorine pattern observed. Starting materials: CC(=O)c1nc(-c2ccc(CC(CCO)NC(=O)c3ccc(OC(C)C)c(Cl)c3)cc2)cn1C, COC, Cl, NO, c1ccncc1. The product is CON=C(C)c1nc(-c2ccc(CC(CCO)NC(=O)c3ccc(OC(C)C)c(Cl)c3)cc2)cn1C. As a reaction SMILES: [C:1]([CH3:2])(=[O:3])[c:4]1[n:5]([CH3:34])[cH:6][c:7](-[c:9]2[cH:10][cH:11][c:12]([CH2:15][CH:16]([CH2:17][CH2:18][OH:19])[NH:20][C:21]([c:22]3[cH:23][c:24]([Cl:32])[c:25]([O:28][CH:29]([CH3:30])[CH3:31])[cH:26][cH:27]3)=[O:33])[cH:13][cH:14]2)[n:8]1.[CH3:36][O:37][CH3:38].[ClH:35].[NH2:39][OH:40].[cH:41]1[cH:42][cH:43][n:44][cH:45][cH:46]1>>[C:1]([CH3:2])([c:4]1[n:5]([CH3:34])[cH:6][c:7](-[c:9]2[cH:10][cH:11][c:12]([CH2:15][CH:16]([CH2:17][CH2:18][OH:19])[NH:20][C:21]([c:22]3[cH:23][c:24]([Cl:32])[c:25]([O:28][CH:29]([CH3:30])[CH3:31])[cH:26][cH:27]3)=[O:33])[cH:13][cH:14]2)[n:8]1)=[N:39][O:37][CH3:38]. Reactants: C(C)(C)N1C(NC(C1)=O)=O (1-isopropyl-imidazolidine-2,4-dione), [H-].[Na+] (sodium hydride), O (water), BrCCOC1=C(C=C(C=C1C)C1=NC2=CC(=CC(=C2C(N1)=O)OC)OC)C (2-[4-(2-bromo-ethoxy)-3,5-dimethyl-phenyl]-5,7-dimethoxy-3H-quinazolin-4-one). Solvent: CN(C=O)C (N,N-dimethylformamide). Reaction conditions: time 10 minute. Yields the product COC1=C2C(NC(=NC2=CC(=C1)OC)C1=CC(=C(OCCN2C(N(CC2=O)C(C)C)=O)C(=C1)C)C)=O (3-(2-(4-(5,7-Dimethoxy-4-oxo-3,4-dihydroquinazolin-2-yl)-2,6-dimethylphenoxy)ethyl)-1-isopropylimidazolidine-2,4-dione). Reaction SMILES: [CH:1]([N:4]1[CH2:8][C:7](=[O:9])[NH:6][C:5]1=[O:10])([CH3:3])[CH3:2].[H-].[Na+].Br[CH2:14][CH2:15][O:16][C:17]1[C:22]([CH3:23])=[CH:21][C:20]([C:24]2[NH:33][C:32](=[O:34])[C:31]3[C:26](=[CH:27][C:28]([O:37][CH3:38])=[CH:29][C:30]=3[O:35][CH3:36])[N:25]=2)=[CH:19][C:18]=1[CH3:39].O>CN(C)C=O>[CH3:36][O:35][C:30]1[CH:29]=[C:28]([O:37][CH3:38])[CH:27]=[C:26]2[C:31]=1[C:32](=[O:34])[NH:33][C:24]([C:20]1[CH:21]=[C:22]([CH3:23])[C:17]([O:16][CH2:15][CH2:14][N:6]3[C:7](=[O:9])[CH2:8][N:4]([CH:1]([CH3:3])[CH3:2])[C:5]3=[O:10])=[C:18]([CH3:39])[CH:19]=1)=[N:25]2 |f:1.2|. Reported procedure: To a solution of 1-isopropyl-imidazolidine-2,4-dione (0.10 g, 0.70 mmol) in N,N-dimethylformamide (5 mL) was added sodium hydride (60% in mineral oil, 31 mg, 0.77 mmol) and the reaction mixture was stirred for 10 minutes. Then, 2-[4-(2-bromo-ethoxy)-3,5-dimethyl-phenyl]-5,7-dimethoxy-3H-quinazolin-4-one (0.32 g, 0.73 mmol) was added. The reaction mixture was stirred at 55° C. for 16 hours, then poured into water (100 mL). The solid was filtered and dried. The crude compound was purified by colum... Starting materials: COCCNc1cc(Cl)nc(-c2ccc(OC)cc2)n1, Sc1ccc(Cl)cc1, [Na+], [OH-]. Product: COCCNc1cc(Sc2ccc(Cl)cc2)nc(-c2ccc(OC)cc2)n1. As a reaction SMILES: [Cl:1][c:2]1[n:3][c:4](-[c:13]2[cH:14][cH:15][c:16]([O:19][CH3:20])[cH:17][cH:18]2)[n:5][c:6]([NH:8][CH2:9][CH2:10][O:11][CH3:12])[cH:7]1.[Cl:21][c:22]1[cH:23][cH:24][c:25]([SH:28])[cH:26][cH:27]1.[Na+:30].[OH-:29]>>[c:2]1([S:28][c:25]2[cH:24][cH:23][c:22]([Cl:21])[cH:27][cH:26]2)[n:3][c:4](-[c:13]2[cH:14][cH:15][c:16]([O:19][CH3:20])[cH:17][cH:18]2)[n:5][c:6]([NH:8][CH2:9][CH2:10][O:11][CH3:12])[cH:7]1. Solvent: C1(=CC=CC=C1)C (toluene), CC#N (CH3CN). Reactants: FC(CO)(C1=NC=CC=N1)F (2,2-difluoro-2-pyrimidin-2-yl-ethanol), C1=CC=C(C=C1)P(C2=CC=CC=C2)C3=CC=CC=C3 (PPh3), N1C=NC=C1 (imidazole), II (I2). Reaction conditions: temperature 0 celsius, time 5 minute. Yield: 73.0%. RXN SMILES: [F:1][C:2]([F:11])([C:5]1[N:10]=[CH:9][CH:8]=[CH:7][N:6]=1)[CH2:3]O.C1C=CC(P(C2C=CC=CC=2)C2C=CC=CC=2)=CC=1.N1C=CN=C1.[I:36]I>C1(C)C=CC=CC=1.CC#N>[F:1][C:2]([C:5]1[N:10]=[CH:9][CH:8]=[CH:7][N:6]=1)([F:11])[CH2:3][I:36]. Procedure details: A homogeneous solution of 2,2-difluoro-2-pyrimidin-2-yl-ethanol (689 mg, 4.31 mmol), as prepared in the previous step, PPh3 (1.69 g, 6.44 mmol), and imidazole (590 mg, 8.67 mmol) in toluene (5.8 mL) and CH3CN (2.9 mL) was stirred at 0° C. for 5 min, and was then treated with I2 (1.61 g, 6.34 mmol) in two portions and stirred at 0° C. for another 5 min. The resulting brown opaque slurry was then heated at 90° C. for 19 h, and then allowed to cool to rt. The mixture was filtered, the beige filter ... The product is FC(CI)(F)C1=NC=CC=N1 (2-(1,1-difluoro-2-iodo-ethyl)-pyrimidine). The reactants are NC1=C(C(=O)O)C=CC=C1C(F)(F)F (2-amino-3-trifluoromethylbenzoic acid), CN (methylamine), C1(CCC1)N1CCC(CC1)OC1=CC=C(C=O)C=C1 (4-[(1-cyclobutyl-4-piperidinyl)oxy]benzaldehyde). The product is C1(CCC1)N1CCC(CC1)OC1=CC=C(C=C1)C1=NC2=C(C=CC=C2C(N1C)=O)C(F)(F)F (2-{4-[(1-Cyclobutylpiperidin-4-yl)oxy]phenyl}-3-methyl-8-(trifluoromethyl)quinazolin-4(3H)-one). Reaction SMILES: [NH2:1][C:2]1[C:10]([C:11]([F:14])([F:13])[F:12])=[CH:9][CH:8]=[CH:7][C:3]=1[C:4]([OH:6])=O.[CH3:15][NH2:16].[CH:17]1([N:21]2[CH2:26][CH2:25][CH:24]([O:27][C:28]3[CH:35]=[CH:34][C:31]([CH:32]=O)=[CH:30][CH:29]=3)[CH2:23][CH2:22]2)[CH2:20][CH2:19][CH2:18]1>>[CH:17]1([N:21]2[CH2:26][CH2:25][CH:24]([O:27][C:28]3[CH:35]=[CH:34][C:31]([C:32]4[N:16]([CH3:15])[C:4](=[O:6])[C:3]5[C:2](=[C:10]([C:11]([F:14])([F:13])[F:12])[CH:9]=[CH:8][CH:7]=5)[N:1]=4)=[CH:30][CH:29]=3)[CH2:23][CH2:22]2)[CH2:20][CH2:19][CH2:18]1. Reported procedure: The entitled compound was obtained according to the method of Example 15 but starting from 2-amino-3-trifluoromethylbenzoic acid, methylamine and 4-[(1-cyclobutyl-4-piperidinyl)oxy]benzaldehyde.